Dataset: the Open Reaction Database (ORD), a public repository of structured organic reaction records. Task: describe an organic reaction: reactants, conditions, products, and yield Reactants: C1COCCO1, Cl, COc1ccc(-c2nc(NC(=O)C3(c4ccc5c(c4)OC(F)(F)O5)CC3)ncc2C)cn1. Product: Cc1cnc(NC(=O)C2(c3ccc4c(c3)OC(F)(F)O4)CC2)nc1-c1ccc(=O)[nH]c1. As a reaction SMILES: [CH2:34]1[O:35][CH2:36][CH2:37][O:38][CH2:39]1.[ClH:33].[F:1][C:2]1([F:32])[O:3][c:4]2[c:5]([cH:7][cH:8][c:9]([C:11]3([C:14](=[O:15])[NH:16][c:17]4[n:18][cH:19][c:20]([CH3:31])[c:21](-[c:23]5[cH:24][n:25][c:26]([O:29][CH3:30])[cH:27][cH:28]5)[n:22]4)[CH2:12][CH2:13]3)[cH:10]2)[O:6]1>>[F:1][C:2]1([F:32])[O:3][c:4]2[c:5]([cH:7][cH:8][c:9]([C:11]3([C:14](=[O:15])[NH:16][c:17]4[n:18][cH:19][c:20]([CH3:31])[c:21](-[c:23]5[cH:24][nH:25][c:26](=[O:29])[cH:27][cH:28]5)[n:22]4)[CH2:12][CH2:13]3)[cH:10]2)[O:6]1. The reactants are ClC1=NC(=CC(=N1)C)C (2-Chloro-4,6-dimethylpyrimidine), CN(C)C=O (DMF). Reagents/catalysts: [C-]#N.[Zn+2].[C-]#N (zinc cyanide), C=1C=CC(=CC1)[P](C=2C=CC=CC2)(C=3C=CC=CC3)[Pd]([P](C=4C=CC=CC4)(C=5C=CC=CC5)C=6C=CC=CC6)([P](C=7C=CC=CC7)(C=8C=CC=CC8)C=9C=CC=CC9)[P](C=1C=CC=CC1)(C=1C=CC=CC1)C=1C=CC=CC1 (tetrakis(triphenylphosphine)palladium). The solvent is CCOC(=O)C (EtOAc). Conditions: temperature 110 celsius. The product is CC1=NC(=NC(=C1)C)C#N (4,6-dimethylpyrimidine-2-carbonitrile). As a reaction SMILES: Cl[C:2]1[N:7]=[C:6]([CH3:8])[CH:5]=[C:4]([CH3:9])[N:3]=1.[CH3:10][N:11](C=O)C>CCOC(C)=O.[C-]#N.[Zn+2].[C-]#N.C1C=CC([P]([Pd]([P](C2C=CC=CC=2)(C2C=CC=CC=2)C2C=CC=CC=2)([P](C2C=CC=CC=2)(C2C=CC=CC=2)C2C=CC=CC=2)[P](C2C=CC=CC=2)(C2C=CC=CC=2)C2C=CC=CC=2)(C2C=CC=CC=2)C2C=CC=CC=2)=CC=1>[CH3:9][C:4]1[CH:5]=[C:6]([CH3:8])[N:7]=[C:2]([C:10]#[N:11])[N:3]=1 |f:3.4.5,^1:29,31,50,69|. Reported procedure: 2-Chloro-4,6-dimethylpyrimidine (3.3 g, 0.023 mol) was combined with zinc cyanide (2.7 g, 0.023 mol, 1 eq.) and tetrakis(triphenylphosphine)palladium (0) (2.7 g, 0.0023 mol, 0.1 eq.) in DMF (20 ml), and the slurry was heated at 110° C. under nitrogen for 0.5 h. The mixture was cooled to room temperature, diluted with EtOAc (70 ml) and washed twice with 2N ammonium hydroxide (50 ml). The EtOAc solution was washed with brine (20 ml) and concentrated in vacuum to provide the crude mixture. The crud... Reactants: O=C(O)C=CC(=O)O, O=C([O-])[O-], CC(C)(C)NCC(O)COc1ncc(OCc2ccccc2)cc1C#N, [Na+], [Na+]. The product is CC(C)(C)NCC(O)COc1ncc(O)cc1C#N. As a reaction SMILES: [C:1]([OH:2])(=[O:3])[CH:4]=[CH:5][C:6]([OH:7])=[O:8].[C:35](=[O:36])([O-:37])[O-:38].[CH2:9]([c:10]1[cH:11][cH:12][cH:13][cH:14][cH:15]1)[O:16][c:17]1[cH:18][n:19][c:20]([O:25][CH2:26][CH:27]([CH2:28][NH:29][C:30]([CH3:31])([CH3:32])[CH3:33])[OH:34])[c:21]([C:22]#[N:23])[cH:24]1.[Na+:39].[Na+:40]>>[OH:16][c:17]1[cH:18][n:19][c:20]([O:25][CH2:26][CH:27]([CH2:28][NH:29][C:30]([CH3:31])([CH3:32])[CH3:33])[OH:34])[c:21]([C:22]#[N:23])[cH:24]1. Starting materials: C(C)(C)(C)OC(=O)N1C[C@@H](N(CC1)[C@H](C)C=1C=C(C(=NC1)F)B(O)O)C ((5-((1R)-1-((2S)-4-(tert-butoxycarbonyl)-2-methyl-1-piperazinyl)ethyl)-2-fluoro-3-pyridinyl)boronic acid), ClC1=NC(=NC(=N1)C)N(CC1=CC=C(C=C1)OC)CC1=CC=C(C=C1)OC (4-Chloro-N,N-Bis(4-Methoxybenzyl)-6-Methyl-1,3,5-Triazin-2-Amine), CC(=O)[O-].[K+] (KOAc), O1CCOCC1 (dioxane). The reagents and catalysts are CC(C)(C)P(C1=CC=C(C=C1)N(C)C)C(C)(C)C.CC(C)(C)P(C1=CC=C(C=C1)N(C)C)C(C)(C)C.Cl[Pd]Cl (Bis-(di-tert-butyl(4-dimethylaminophenyl)phosphine)dichloropalladium(II)). Run in O (water), O (water). Run at temperature 100 celsius. The product is COC1=CC=C(CN(C2=NC(=NC(=N2)C)C=2C=C(C=NC2F)[C@@H](C)N2[C@H](CN(CC2)C(=O)OC(C)(C)C)C)CC2=CC=C(C=C2)OC)C=C1 (tert-butyl (3S)-4-((1R)-1-(5-(4-(bis(4-methoxybenzyl)amino)-6-methyl-1,3,5-triazin-2-yl)-6-fluoro-3-pyridinyl)ethyl)-3-methyl-1-piperazinecarboxylate). Isolated yield 61.3%. Reaction SMILES: [C:1]([O:5][C:6]([N:8]1[CH2:13][CH2:12][N:11]([C@@H:14]([C:16]2[CH:17]=[C:18](B(O)O)[C:19]([F:22])=[N:20][CH:21]=2)[CH3:15])[C@@H:10]([CH3:26])[CH2:9]1)=[O:7])([CH3:4])([CH3:3])[CH3:2].Cl[C:28]1[N:33]=[C:32]([CH3:34])[N:31]=[C:30]([N:35]([CH2:45][C:46]2[CH:51]=[CH:50][C:49]([O:52][CH3:53])=[CH:48][CH:47]=2)[CH2:36][C:37]2[CH:42]=[CH:41][C:40]([O:43][CH3:44])=[CH:39][CH:38]=2)[N:29]=1.CC([O-])=O.[K+].O1CCOCC1>CC(P(C(C)(C)C)C1C=CC(N(C)C)=CC=1)(C)C.CC(P(C(C)(C)C)C1C=CC(N(C)C)=CC=1)(C)C.Cl[Pd]Cl.O>[CH3:53][O:52][C:49]1[CH:48]=[CH:47][C:46]([CH2:45][N:35]([CH2:36][C:37]2[CH:38]=[CH:39][C:40]([O:43][CH3:44])=[CH:41][CH:42]=2)[C:30]2[N:31]=[C:32]([CH3:34])[N:33]=[C:28]([C:18]3[CH:17]=[C:16]([C@H:14]([N:11]4[CH2:12][CH2:13][N:8]([C:6]([O:5][C:1]([CH3:4])([CH3:3])[CH3:2])=[O:7])[CH2:9][C@@H:10]4[CH3:26])[CH3:15])[CH:21]=[N:20][C:19]=3[F:22])[N:29]=2)=[CH:51][CH:50]=1 |f:2.3,5.6.7|. Procedure: A 1-L round-bottomed flask was charged with (5-((1R)-1-((2S)-4-(tert-butoxycarbonyl)-2-methyl-1-piperazinyl)ethyl)-2-fluoro-3-pyridinyl)boronic acid (11.90 g, 32.4 mmol), 4-chloro-N,N-bis(4-methoxybenzyl)-6-methyl-1,3,5-triazin-2-amine (Example 51; 13.72 g, 35.6 mmol), KOAc (10.18 g, 104 mmol), dioxane (180 mL), and water (36.0 mL). Nitrogen gas was bubbled through the mixture for 10 min. Bis-(di-tert-butyl(4-dimethylaminophenyl)phosphine)dichloropalladium(II) (2.295 g, 3.24 mmol) was added and ... Reactants: O=C([O-])[O-], CS(C)=O, [K+], [K+], CCCCOc1nc(N)c2[nH]c(=O)n(CCCCl)c2n1, O=C1CCC(=O)N1. Product: CCCCOc1nc(N)c2[nH]c(=O)n(CCCN3C(=O)CCC3=O)c2n1. RXN SMILES: [C:28](=[O:29])([O-:30])[O-:31].[CH3:34][S:35]([CH3:36])=[O:37].[K+:32].[K+:33].[NH2:1][c:2]1[c:3]2[nH:4][c:5](=[O:20])[n:6]([CH2:16][CH2:17][CH2:18][Cl:19])[c:7]2[n:8][c:9]([O:11][CH2:12][CH2:13][CH2:14][CH3:15])[n:10]1.[O:21]=[C:22]1[CH2:23][CH2:24][C:25](=[O:26])[NH:27]1>>[NH2:1][c:2]1[c:3]2[nH:4][c:5](=[O:20])[n:6]([CH2:16][CH2:17][CH2:18][N:27]3[C:22](=[O:21])[CH2:23][CH2:24][C:25]3=[O:26])[c:7]2[n:8][c:9]([O:11][CH2:12][CH2:13][CH2:14][CH3:15])[n:10]1.